This data is from the Open Reaction Database (ORD), a public repository of structured organic reaction records. The task is: describe an organic reaction: reactants, conditions, products, and yield Isolated yield 4.7%. The product is C(#N)C1=C(NC(=C1C)C1=CC=C(C=C1)F)N1CCOCC1 (3-Cyano-5-(4-fluorophenyl)-4-methyl-2-morpholinopyrrole). Run in C(C)O (ethanol), NC(=CC#N)N1CCOCC1 (3-amino-3-morpholinoacrylonitrile), C(C)O (ethanol). Starting materials: BrC(C(=O)C1=CC=C(C=C1)F)C (2-bromo-4′-fluoropropiophenone), C(#N)CC(OCC)=N (ethyl 2-cyano-acetimidate), N1CCOCC1 (morpholine), C(O)([O-])=O.[Na+] (sodium hydrogen carbonate). Reaction SMILES: [C:1]([CH2:3][C:4](=[NH:8])OCC)#[N:2].[NH:9]1[CH2:14][CH2:13][O:12][CH2:11][CH2:10]1.C(=O)([O-])O.[Na+].Br[CH:21]([CH3:31])[C:22]([C:24]1[CH:29]=[CH:28][C:27]([F:30])=[CH:26][CH:25]=1)=O>C(O)C.NC(N1CCOCC1)=CC#N>[C:1]([C:3]1[C:21]([CH3:31])=[C:22]([C:24]2[CH:29]=[CH:28][C:27]([F:30])=[CH:26][CH:25]=2)[NH:8][C:4]=1[N:9]1[CH2:14][CH2:13][O:12][CH2:11][CH2:10]1)#[N:2] |f:2.3|. Procedure: In anhydrous ethanol (10 ml) was dissolved 3-amino-3-morpholinoacrylonitrile, as prepared from ethyl 2-cyano-acetimidate (1.0 g) and morpholine (0.78 g) as in Reference Example 3, followed by addition of sodium hydrogen carbonate (0.95 g). Then, a solution of 2-bromo-4′-fluoropropiophenone (2.06 g) in ethanol was added dropwise thereto at room temperature with stirring. The mixture was refluxed for 10 minutes and, then, stirred at room temperature overnight. The separated crystal crop was collec... Reactants: CC(Oc1ncn(-c2ccc(C(F)(F)F)cc2)n1)C(=O)O, [NH4+], [OH-]. Yields the product CC(Oc1ncn(-c2ccc(C(F)(F)F)cc2)n1)C(N)=O. As a reaction SMILES: [C:1](=[O:2])([OH:3])[CH:4]([CH3:5])[O:6][c:7]1[n:8][n:9](-[c:12]2[cH:13][cH:14][c:15]([C:18]([F:19])([F:20])[F:21])[cH:16][cH:17]2)[cH:10][n:11]1.[NH4+:22].[OH-:23]>>[C:1](=[O:2])([CH:4]([CH3:5])[O:6][c:7]1[n:8][n:9](-[c:12]2[cH:13][cH:14][c:15]([C:18]([F:19])([F:20])[F:21])[cH:16][cH:17]2)[cH:10][n:11]1)[NH2:22]. The reactants are O[C@]1(C(=C)OC2=CC=CC=C2)CC[C@H]2[C@@H]3CCC4=CC(CC[C@]4(C)C3=CC[C@]12C)=O (17α-hydroxy-20-phenoxypregna-4,9(11),20-trien-3-one), [OH-].[K+] (potassium hydroxide), OOS(=O)[O-].[K+] (OXONE), CC(=O)C (acetone), P(=O)([O-])([O-])[O-].[K+].[K+].[K+] (potassium phosphate), n-tetrabutylammonium bromide, CC(=O)C (acetone). Run in O (water), C1(=CC=CC=C1)C.C(Cl)Cl (toluene methylene chloride). Conditions: temperature 15 celsius. The product is O[C@]1(C(COC(C)=O)=O)CC[C@H]2[C@@H]3CCC4=CC(CC[C@]4(C)C3=CC[C@]12C)=O (17α-hydroxy-21-acetoxypregna-4,9(11)-diene-3,20-dione). As a reaction SMILES: [OH:1][C@:2]1([C@:28]2([CH3:29])[C@H:14]([C@H:15]3[C:25](=[CH:26][CH2:27]2)[C@:23]2([CH3:24])[C:18](=[CH:19][C:20](=[O:30])[CH2:21][CH2:22]2)[CH2:17][CH2:16]3)[CH2:13][CH2:12]1)[C:3]([O:5]C1C=CC=CC=1)=[CH2:4].P([O-])([O-])([O-])=O.[K+].[K+].[K+].OOS([O-])=O.[K+].[OH-:45].[K+].C[C:48]([CH3:50])=[O:49]>O.C1(C)C=CC=CC=1.C(Cl)Cl>[OH:1][C@:2]1([C@:28]2([CH3:29])[C@H:14]([C@H:15]3[C:25](=[CH:26][CH2:27]2)[C@:23]2([CH3:24])[C:18](=[CH:19][C:20](=[O:30])[CH2:21][CH2:22]2)[CH2:17][CH2:16]3)[CH2:13][CH2:12]1)[C:3](=[O:4])[CH2:5][O:49][C:48](=[O:45])[CH3:50] |f:1.2.3.4,5.6,7.8,11.12|. Procedure: 17α-hydroxy-20-phenoxypregna-4,9(11),20-trien-3-one (4.05 grams, 10 mmoles) is slurried with 210 ml of an aqueous pH 8 potassium phosphate buffer (0.5M in PO4 ≡), 20 ml of acetone, 40 ml of toluene/methylene chloride (3:2) and n-tetrabutylammonium bromide is (0.645 grams, 2.0 mmole) added. The pH is adjusted to 7.0 to 8.0 and the mixture cooled to 15° C. and an OXONE® solution is (18.4 gms, 30 mmoles dissolved in 65 ml of water) added dropwise by an addition funnel while stirring and maintaining... Starting materials: CC(=O)OC1CCC2C3CCC4CC(=O)C(Br)=CC4(C)C3CCC12C, C[Al](C)C, CCOC(C)=O, Cc1ccccc1, O. Yields the product CC(=O)OC1CCC2C3CCC4CC(=O)C(Br)C(C)C4(C)C3CCC12C. As a reaction SMILES: [C:1]([CH3:2])(=[O:3])[O:4][CH:5]1[C:6]2([CH3:7])[CH:8]([CH2:9][CH2:10]1)[CH:11]1[CH2:12][CH2:13][CH:14]3[CH2:15][C:16](=[O:25])[C:17]([Br:24])=[CH:18][C:19]3([CH3:20])[CH:21]1[CH2:22][CH2:23]2.[CH3:26][Al:27]([CH3:28])[CH3:29].[CH3:31][CH2:32][O:33][C:34](=[O:35])[CH3:36].[CH3:37][c:38]1[cH:39][cH:40][cH:41][cH:42][cH:43]1.[OH2:30]>>[C:1]([CH3:2])(=[O:3])[O:4][CH:5]1[C:6]2([CH3:7])[CH:8]([CH2:9][CH2:10]1)[CH:11]1[CH2:12][CH2:13][CH:14]3[CH2:15][C:16](=[O:25])[CH:17]([Br:24])[CH:18]([CH3:26])[C:19]3([CH3:20])[CH:21]1[CH2:22][CH2:23]2. Reactants: NC=1C=CC(=C(C1)C=1C2=C(N=C(N1)SC)N(C(C=C2)=O)C2=C(C=CC=C2F)F)C (4-(5-amino-2-methylphenyl)-8-(2,6-difluorophenyl)-2-(methylthio)pyrido[2,3-d]pyrimidin-7(8H)-one), ClC1=CC=C(C=N1)C(=O)Cl (6-chloro-3-pyridinecarbonyl chloride). Yields the product ClC1=CC=C(C=N1)C(=O)NC1=CC(=C(C=C1)C)C=1C2=C(N=C(N1)SC)N(C(C=C2)=O)C2=C(C=CC=C2F)F (6-chloro-N-{3-[8-(2,6-difluorophenyl)-2-(methylthio)-7-oxo-7,8-dihydropyrido[2,3-d]pyrimidin-4-yl]-4-methylphenyl}-3-pyridinecarboxamide). Reaction SMILES: [NH2:1][C:2]1[CH:3]=[CH:4][C:5]([CH3:29])=[C:6]([C:8]2[C:9]3[CH:19]=[CH:18][C:17](=[O:20])[N:16]([C:21]4[C:26]([F:27])=[CH:25][CH:24]=[CH:23][C:22]=4[F:28])[C:10]=3[N:11]=[C:12]([S:14][CH3:15])[N:13]=2)[CH:7]=1.[Cl:30][C:31]1[N:36]=[CH:35][C:34]([C:37](Cl)=[O:38])=[CH:33][CH:32]=1>>[Cl:30][C:31]1[N:36]=[CH:35][C:34]([C:37]([NH:1][C:2]2[CH:3]=[CH:4][C:5]([CH3:29])=[C:6]([C:8]3[C:9]4[CH:19]=[CH:18][C:17](=[O:20])[N:16]([C:21]5[C:22]([F:28])=[CH:23][CH:24]=[CH:25][C:26]=5[F:27])[C:10]=4[N:11]=[C:12]([S:14][CH3:15])[N:13]=3)[CH:7]=2)=[O:38])=[CH:33][CH:32]=1. Procedure: The title compound was prepared as described in Example 7b from 4-(5-amino-2-methylphenyl)-8-(2,6-difluorophenyl)-2-(methylthio)pyrido[2,3-d]pyrimidin-7(8H)-one and 6-chloro-3-pyridinecarbonyl chloride: LC-MS m/z 550 (M+H)+, 2.63 min (ret time). Run in O (water). Product: C1C(CN(C1=O)CC(=O)N)O (oxiractam). As a reaction SMILES: [NH:1]1C2(CCCCC2)[NH:4][CH2:3][C:2]1=[O:11].[O:12]1[CH2:22][CH:13]1[CH2:14][C:15]([O:17]CC(C)C)=O.CC(C)=O>O>[CH2:14]1[C:15](=[O:17])[N:4]([CH2:3][C:2]([NH2:1])=[O:11])[CH2:22][CH:13]1[OH:12]. The reactants are O1C(CC(=O)OCC(C)C)C1 (2-methylpropyl 3,4-epoxybutanoate), N1C(CNC12CCCCC2)=O (1,4-diazaspiro[4,5]decan-2-one), CC(=O)C (acetone). Procedure: 1 g of 2,2-dimethyl-4-imidazolidinone ((5); R4 =R5 =CH3) (8.70 mmoles) is dissolved in 1 ml water. 1.5 g 2-methylpropyl 3,4-epoxybutanoate ((4); X=isobutyl) (9.48 mmoles) are added and the mixture is heated at 50° for 11 h with stirring by a magnetic stirrer. Heating is then continued at the boiling point for a further 11 h. The mixture is cooled, 10 ml acetone is added, stirring is performed for 30 min and the mixture is filtered. The product obtained is crystallised from methanol to give oxira... Conditions: time 11 hour.